This data is from the Open Reaction Database (ORD), a public repository of structured organic reaction records. The task is: describe an organic reaction: reactants, conditions, products, and yield Reactants: C(O)([O-])=O.[Na+] (sodium hydrogen carbonate), C(C=C)NC=1C2=C(N=C(N1)Cl)C(=CS2)C (4-allylamino-2-chloro-7-methylthieno[3,2-d]pyrimidine), C(C=C)NCC=C (diallylamine). Product: free base, Cl.C(C=C)NC=1C2=C(N=C(N1)N(CC=C)CC=C)C(=CS2)C (4-Allylamino-2-diallylamino-7-methylthieno[3,2-d]pyrimidine hydrochloride). Isolated yield 53.7%. Reaction SMILES: [CH2:1]([NH:4][C:5]1[C:6]2[S:14][CH:13]=[C:12]([CH3:15])[C:7]=2[N:8]=[C:9]([Cl:11])[N:10]=1)[CH:2]=[CH2:3].[CH2:16]([NH:19][CH2:20][CH:21]=[CH2:22])[CH:17]=[CH2:18].C(=O)([O-])O.[Na+]>>[ClH:11].[CH2:1]([NH:4][C:5]1[C:6]2[S:14][CH:13]=[C:12]([CH3:15])[C:7]=2[N:8]=[C:9]([N:19]([CH2:20][CH:21]=[CH2:22])[CH2:16][CH:17]=[CH2:18])[N:10]=1)[CH:2]=[CH2:3] |f:2.3,4.5|. Reported procedure: In a sealed tube were heated 287 mg (1.2 mmol) of 4-allylamino-2-chloro-7-methylthieno[3,2-d]pyrimidine and 1.87 g (19.2 mmol) of diallylamine at 160° C. for 16 hours. After completion of the reaction, the reaction mixture was allowed to resume room temperature, and a saturated aqueous sodium hydrogen carbonate solution was added thereto, followed by extraction with ethyl acetate (50 ml×2). The organic layer was washed with brine and dried over anhydrous sodium sulfate, and then the solvent was ... Run at temperature 50 celsius. Run in ClCCl (dichloromethane). The yield is 97.5%. RXN SMILES: [C:1]([C:9]1[C:14]([O:15][CH2:16][C:17]2[CH:22]=[CH:21][CH:20]=[CH:19][CH:18]=2)=[CH:13][CH:12]=[C:11]([CH3:23])[N:10]=1)(=[O:8])[C:2]1[CH:7]=[CH:6][CH:5]=[CH:4][CH:3]=1.ClC1C=CC=C(C(OO)=[O:32])C=1.S([O-])([O-])=O.[Na+].[Na+].C(=O)(O)[O-].[Na+]>ClCCl>[OH:32][CH2:23][C:11]1[N:10]=[C:9]([C:1](=[O:8])[C:2]2[CH:3]=[CH:4][CH:5]=[CH:6][CH:7]=2)[C:14]([O:15][CH2:16][C:17]2[CH:22]=[CH:21][CH:20]=[CH:19][CH:18]=2)=[CH:13][CH:12]=1 |f:2.3.4,5.6|. Procedure: 113 g of 2-benzoyl-3-benzyloxy-6-methylpyridine was dissolved in 600 ml of dichloromethane. 96 g of 3-chloroperbenzoic acid was added thereto, followed by stirring under heating at 50° C. in an oil bath. After cooling in a water bath, an aqueous sodium sulfite solution and further an aqueous saturated sodium bicarbonate solution were added to the reaction solution. The organic phase was separated, further washed with an aqueous saturated sodium bicarbonate solution and brine. Then, it was dried ... Product: OCC1=CC=C(C(=N1)C(C1=CC=CC=C1)=O)OCC1=CC=CC=C1 (6-Hydroxymethyl-2-benzoyl-3-benzyloxypyridine). Reactants: C(C1=CC=CC=C1)(=O)C1=NC(=CC=C1OCC1=CC=CC=C1)C (2-benzoyl-3-benzyloxy-6-methylpyridine), S(=O)([O-])[O-].[Na+].[Na+] (sodium sulfite), C([O-])(O)=O.[Na+] (sodium bicarbonate), ClC1=CC(=CC=C1)C(=O)OO (3-chloroperbenzoic acid).